describe an organic reaction: reactants, conditions, products, and yield From a dataset of the Open Reaction Database (ORD), a public repository of structured organic reaction records. Starting materials: FC=1C=C(C=CC1)CC(=O)O ((3-Fluorophenyl)acetic acid), COC=1C=C(C=CC1)O (3-methoxyphenol), B(F)(F)F.CCOCC (BF3.Et2O), ice water. Reaction conditions: temperature 65 celsius, time 9 hour. Yields the product FC=1C=C(C=CC1)CC(=O)C1=C(C=C(C=C1)OC)O (2-(3-Fluorophenyl)-1-(2-hydroxy-4-methoxyphenyl)ethanone). RXN SMILES: [F:1][C:2]1[CH:3]=[C:4]([CH2:8][C:9]([OH:11])=O)[CH:5]=[CH:6][CH:7]=1.[CH3:12][O:13][C:14]1[CH:15]=[C:16]([OH:20])[CH:17]=[CH:18][CH:19]=1.B(F)(F)F.CCOCC>>[F:1][C:2]1[CH:3]=[C:4]([CH2:8][C:9]([C:17]2[CH:18]=[CH:19][C:14]([O:13][CH3:12])=[CH:15][C:16]=2[OH:20])=[O:11])[CH:5]=[CH:6][CH:7]=1 |f:2.3|. Procedure details: (3-Fluorophenyl)acetic acid (3.7 g) and 3-methoxyphenol (3.0 g) were dissolved into BF3.Et2O (60 ml, 20 eq) under argon. The mixture was stirred at 60-70° C. until disappearance of the starting materials (9 h) and poured into large volume of ice water. After extraction with ethyl acetate the combined organic layers were washed with water, dried and evaporated. The crude product was purified by column chromatography using CH2Cl2 as an eluant. 1H NMR (400 MHz, d6-DMSO) δ: 12.41 (br s, 1H), 8.02 (d... The reactants are CCOC(=O)COc1ccc(CCCO)cc1I, C1COCCO1, CB(O)O, [Cs+], [F-]. Yields the product CCOC(=O)COc1ccc(CCCO)cc1C. As a reaction SMILES: [CH2:1]([CH3:2])[O:3][C:4]([CH2:5][O:6][c:7]1[c:8]([I:17])[cH:9][c:10]([CH2:13][CH2:14][CH2:15][OH:16])[cH:11][cH:12]1)=[O:18].[CH2:25]1[O:26][CH2:27][CH2:28][O:29][CH2:30]1.[CH3:19][B:20]([OH:21])[OH:22].[Cs+:24].[F-:23]>>[CH2:1]([CH3:2])[O:3][C:4]([CH2:5][O:6][c:7]1[c:8]([CH3:19])[cH:9][c:10]([CH2:13][CH2:14][CH2:15][OH:16])[cH:11][cH:12]1)=[O:18]. The reactants are CC1CCC(N1)=O (5-methylpyrrolidin-2-one), BrC1=CC=C(C=N1)C(=O)N1CCN(CC1)C1=C(C=C(C=C1)C)C ((6-bromopyridin-3-yl)[4-(2,4-dimethylphenyl)piperazin-1-yl]methanone). Product: CC1=C(C=CC(=C1)C)N1CCN(CC1)C(=O)C=1C=CC(=NC1)N1C(CCC1C)=O (1-{5-[4-(2,4-dimethylphenyl)piperazine-1-carbonyl]pyridin-2-yl}-5-methylpyrrolidin-2-one). The yield is 44.9%. RXN SMILES: [CH3:1][CH:2]1[NH:6][C:5](=[O:7])[CH2:4][CH2:3]1.Br[C:9]1[N:14]=[CH:13][C:12]([C:15]([N:17]2[CH2:22][CH2:21][N:20]([C:23]3[CH:28]=[CH:27][C:26]([CH3:29])=[CH:25][C:24]=3[CH3:30])[CH2:19][CH2:18]2)=[O:16])=[CH:11][CH:10]=1>>[CH3:30][C:24]1[CH:25]=[C:26]([CH3:29])[CH:27]=[CH:28][C:23]=1[N:20]1[CH2:19][CH2:18][N:17]([C:15]([C:12]2[CH:11]=[CH:10][C:9]([N:6]3[CH:2]([CH3:1])[CH2:3][CH2:4][C:5]3=[O:7])=[N:14][CH:13]=2)=[O:16])[CH2:22][CH2:21]1. Procedure details: Using 5-methylpyrrolidin-2-one (99 mg) and (6-bromopyridin-3-yl)[4-(2,4-dimethylphenyl)piperazin-1-yl]methanone (374 mg) described in Preparation Example 115 and by the reaction and treatment in the same manner as in Example 1, the title compound (176 mg) was obtained. The reactants are C1(CCCCC1)CC1=C(C=C(C(=O)OC)C=C1)C(F)(F)F (methyl 4-(cyclohexylmethyl)-3-(trifluoromethyl)benzoate), [BH4-].[Li+] (lithium borohydride), C1CCOC1 (THF), Cl (HCl). Run in O1CCOCC1 (dioxane), O (water). Reaction conditions: temperature 80 celsius. The product is C1(CCCCC1)CC1=C(C=C(C=C1)CO)C(F)(F)F ((4-(Cyclohexylmethyl)-3-(trifluoromethyl)phenyl)methanol). Isolated yield 75.0%. Reaction SMILES: [CH:1]1([CH2:7][C:8]2[CH:17]=[CH:16][C:11]([C:12](OC)=[O:13])=[CH:10][C:9]=2[C:18]([F:21])([F:20])[F:19])[CH2:6][CH2:5][CH2:4][CH2:3][CH2:2]1.[BH4-].[Li+].C1COCC1.Cl>O1CCOCC1.O>[CH:1]1([CH2:7][C:8]2[CH:17]=[CH:16][C:11]([CH2:12][OH:13])=[CH:10][C:9]=2[C:18]([F:19])([F:20])[F:21])[CH2:2][CH2:3][CH2:4][CH2:5][CH2:6]1 |f:1.2|. Reported procedure: To a stirred solution of methyl 4-(cyclohexylmethyl)-3-(trifluoromethyl)benzoate (280 mg, 0.93 mmol) in dioxane (8 mL) was added 2 M lithium borohydride in THF solution (0.93 mL, 1.86 mmol). The reaction mixture was heated at 80° C. for 2 h, cooled down, poured into water, acidified with 1 M HCl aqueous solution to pH 4, extracted with ethyl acetate. The combined organics were washed with saturated NaHCO3 solution and water, dried and concentrated. The residue was purified by silica gel column c... The reactants are C1(=CC=C(C=C1)C(CCO)C1=CC=CC=C1)C1=CC=CC=C1 (3-biphenyl-4-yl-3-phenyl-propan-1-ol), C1(=CC=CC=C1)P(C1=CC=CC=C1)C1=CC=CC=C1 (triphenylphosphine), C(C)OC(C(CC1=CC=C(C=C1)O)OCC)=O (2-ethoxy-3-(4-hydroxy-phenyl)-propionic acid ethyl ester), CCOC(=O)/N=N/C(=O)OCC (diethylazodicarboxylate). The product is C(C)OC(C(CC1=CC=C(C=C1)OCCC(C1=CC=C(C=C1)C1=CC=CC=C1)C1=CC=CC=C1)OCC)=O (3-{4-[3-phenyl-3-(biphenyl-4-yl)-propoxy]-phenyl}-2-ethoxy-propionic acid ethyl ester). The yield is 90.4%. Reaction SMILES: [C:1]1([C:17]2[CH:22]=[CH:21][CH:20]=[CH:19][CH:18]=2)[CH:6]=[CH:5][C:4]([CH:7]([C:11]2[CH:16]=[CH:15][CH:14]=[CH:13][CH:12]=2)[CH2:8][CH2:9][OH:10])=[CH:3][CH:2]=1.C1(P(C2C=CC=CC=2)C2C=CC=CC=2)C=CC=CC=1.[CH2:42]([O:44][C:45](=[O:58])[CH:46]([O:55][CH2:56][CH3:57])[CH2:47][C:48]1[CH:53]=[CH:52][C:51](O)=[CH:50][CH:49]=1)[CH3:43].CCOC(/N=N/C(OCC)=O)=O>>[CH2:42]([O:44][C:45](=[O:58])[CH:46]([O:55][CH2:56][CH3:57])[CH2:47][C:48]1[CH:53]=[CH:52][C:51]([O:10][CH2:9][CH2:8][CH:7]([C:11]2[CH:16]=[CH:15][CH:14]=[CH:13][CH:12]=2)[C:4]2[CH:3]=[CH:2][C:1]([C:17]3[CH:18]=[CH:19][CH:20]=[CH:21][CH:22]=3)=[CH:6][CH:5]=2)=[CH:50][CH:49]=1)[CH3:43]. Procedure: Reaction of 3-biphenyl-4-yl-3-phenyl-propan-1-ol (145 mg, 0.5 mmol), triphenylphosphine (145 mg, 0.55 mmol), 2-ethoxy-3-(4-hydroxy-phenyl)-propionic acid ethyl ester (140 mg, 0.6 mmol) and diethylazodicarboxylate (0.09 mL, 0.55 mmol) in an identical manner to Example 1 gave the title compound (230 mg). Reactants: Brc1ccccc1, CC(C)(C)P(c1ccccc1-c1ccccc1)C(C)(C)C, CC(=O)[O-], CC(=O)[O-], C1COCCO1, CC(C)(C)[O-], O=C(NC1CCCCC1)C1CCCNC1, O=C(O)C(F)(F)F, [Na+], [Pd+2]. The product is O=C(NC1CCCCC1)C1CCCN(c2ccccc2)C1. RXN SMILES: [Br:1][c:2]1[cH:3][cH:4][cH:5][cH:6][cH:7]1.[C:36]([P:37]([C:38]([CH3:39])([CH3:40])[CH3:41])[c:42]1[cH:43][cH:44][cH:45][cH:46][c:47]1-[c:48]1[cH:49][cH:50][cH:51][cH:52][cH:53]1)([CH3:54])([CH3:55])[CH3:56].[C:63]([O-:64])(=[O:65])[CH3:66].[C:68]([O-:69])(=[O:70])[CH3:71].[CH2:57]1[O:58][CH2:59][CH2:60][O:61][CH2:62]1.[CH3:30][C:31]([CH3:32])([O-:33])[CH3:34].[CH:15]1([NH:21][C:22](=[O:23])[CH:24]2[CH2:25][NH:26][CH2:27][CH2:28][CH2:29]2)[CH2:16][CH2:17][CH2:18][CH2:19][CH2:20]1.[F:8][C:9]([F:10])([F:11])[C:12]([OH:13])=[O:14].[Na+:35].[Pd+2:67]>>[c:2]1([N:26]2[CH2:25][CH:24]([C:22]([NH:21][CH:15]3[CH2:16][CH2:17][CH2:18][CH2:19][CH2:20]3)=[O:23])[CH2:29][CH2:28][CH2:27]2)[cH:3][cH:4][cH:5][cH:6][cH:7]1. Starting materials: C(C)(=O)OC1C(C(CC1NC1=C(C=C(C(=C1)Cl)Cl)[N+](=O)[O-])COC(C)=O)OC(C)=O (3-(Acetoxymethyl)-5-(4,5-dichloro-2-nitroanilino)-1,2-cyclopentanediyl diacetate), C(C)(C)O (isopropanol). Reagents/catalysts: [Ni] (Raney nickel). Reaction conditions: time 18 hour. The product is ClC1=CC2=C(N(C(=N2)C)C2CC(C(C2O)O)CO)C=C1Cl (5-(5,6-dichloro-2-methyl-1H-benzimidazol-1-yl)-3-(hydroxymethyl)-1,2-cyclopentanediol). Isolated yield 67.0%. Reaction SMILES: C([O:4][CH:5]1[CH:9]([NH:10][C:11]2[CH:16]=[C:15]([Cl:17])[C:14]([Cl:18])=[CH:13][C:12]=2[N+:19]([O-])=O)[CH2:8][CH:7]([CH2:22][O:23]C(=O)C)[CH:6]1[O:27]C(=O)C)(=O)C.[CH:31](O)(C)[CH3:32]>[Ni]>[Cl:18][C:14]1[C:15]([Cl:17])=[CH:16][C:11]2[N:10]([CH:9]3[CH:5]([OH:4])[CH:6]([OH:27])[CH:7]([CH2:22][OH:23])[CH2:8]3)[C:31]([CH3:32])=[N:19][C:12]=2[CH:13]=1. Procedure details: (±)-(1R*, 2S*, 3S*, 5S*)-3-(Acetoxymethyl)-5-(4,5-dichloro-2-nitroanilino)-1,2-cyclopentanediyl diacetate (1.00 g, 2.16 mmol), Raney nickel (Aldrich, slurry in water, 100 mg wet), and isopropanol (200 mL) were shaken under hydrogen (50 psi) for 1.25 hours. Catalyst was filtered off with Celite and the filtrate-wash evaporated to dryness. The residual yellow oil was dissolved in triethylorthoaceate (20 mL) with 1 drop of methanesulfonic acid and the solution stirred at ambient temperature for 18 ... The reactants are C1(=CN2CCCC3=CC=CC1=C23)[C@@H]2C(N(C([C@H]2C2=CNC3=CC=CC=C23)=O)COP(OCC2=CC=CC=C2)(OCC2=CC=CC=C2)=O)=O (phosphoric acid dibenzyl ester trans-3-(5,6-dihydro-4H-pyrrolo[3,2,1-ij]quinolin-1-yl)-4-(1H-indol-3-yl)-2,5-dioxo-pyrrolidin-1-ylmethyl ester), (±)-trans-3-(5,6-dihydro-4H-pyrrolo[3,2,1-ij]quinolin-1-yl)-4-(1H-indol-3-yl)-2,5-dioxo-pyrrolidin-1-yl-methyl ester, [H][H] (hydrogen). The reagents and catalysts are [Pd] (Pd/C). Solvent: CO (methanol). The product is C1(=CN2CCCC3=CC=CC1=C23)[C@@H]2C(N(C([C@H]2C2=CNC3=CC=CC=C23)=O)COP(O)(O)=O)=O ((±)-phosphoric acid mono-[trans-3-(5,6-dihydro-4H-pyrrolo[3,2,1-ij]quinolin-1-yl)-4-(1H-indol-3-yl)-2,5-dioxo-pyrrolidin-1-ylmethyl]ester). As a reaction SMILES: [C:1]1([C@H:13]2[C@H:17]([C:18]3[C:26]4[C:21](=[CH:22][CH:23]=[CH:24][CH:25]=4)[NH:20][CH:19]=3)[C:16](=[O:27])[N:15]([CH2:28][O:29][P:30](=[O:47])([O:39]CC3C=CC=CC=3)[O:31]CC3C=CC=CC=3)[C:14]2=[O:48])[C:11]2=[C:12]3[C:7](=[CH:8][CH:9]=[CH:10]2)[CH2:6][CH2:5][CH2:4][N:3]3[CH:2]=1.[H][H]>CO.[Pd]>[C:1]1([C@H:13]2[C@H:17]([C:18]3[C:26]4[C:21](=[CH:22][CH:23]=[CH:24][CH:25]=4)[NH:20][CH:19]=3)[C:16](=[O:27])[N:15]([CH2:28][O:29][P:30](=[O:31])([OH:39])[OH:47])[C:14]2=[O:48])[C:11]2=[C:12]3[C:7](=[CH:8][CH:9]=[CH:10]2)[CH2:6][CH2:5][CH2:4][N:3]3[CH:2]=1. Reported procedure: The phosphoric acid dibenzyl ester of (±)-trans-3-(5,6-dihydro-4H-pyrrolo[3,2,1-ij]quinolin-1-yl)-4-(1H-indol-3-yl)-2,5-dioxo-pyrrolidin-1-yl-methyl ester (0.160 g) in methanol (2 ml) and Pd/C (10%, 20 mg) was stirred at room temperature under 1 atmosphere of hydrogen for two hours. The mixture was filtered over Celite and the solvent removed to give (±)-phosphoric acid mono-[trans-3-(5,6-dihydro-4H-pyrrolo[3,2,1-ij]quinolin-1-yl)-4-(1H-indol-3-yl)-2,5-dioxo-pyrrolidin-1-ylmethyl]ester (0.110 g)... The reactants are Ferric chloride, Cl (HCl), BrC=1C(=C(C=C(C=O)C1)OC)O (5-bromovanillin), OO (Hydrogen peroxide), BrC=1C(=C(C=C(C=O)C1)OC)O (5-bromovanillin), N#N (N2). Solvent: O (water), [OH-].[Na+] (NaOH). Conditions: time 1 hour. The product is BrC=1C(C(=CC(C1)=O)OC)=O (2-Bromo-6-methoxy-1,4-benzoquinone). Reaction SMILES: [Br:1][C:2]1[C:3]([OH:12])=[C:4]([O:10][CH3:11])[CH:5]=[C:6]([CH:9]=1)C=O.N#N.[OH:15]O.Cl>[OH-].[Na+].O>[Br:1][C:2]1[C:3](=[O:12])[C:4]([O:10][CH3:11])=[CH:5][C:6](=[O:15])[CH:9]=1 |f:4.5|. Reported procedure: In a 500 ml Erlenmyer flask 5-bromovanillin (6.3 g, 26.8 mmol) was dissolved in 4% NaOH (40 mL) and degasseal with N2 for 20 min. Hydrogen peroxide (Baker, 30%, 5 mL diluted with 40 mL of water) was added to the stirring 5-bromovanillin solution. Heating was observed but the reaction did not reflux. The reaction was allowed to stir under N2 for 1 h. HCl (concd, 10 mL) was added in portions to prevent over foaming. Ferric chloride, hydrated (Baker, 8 g) dissolved in water (20 mL), was added all a... Reactants: ClC1=CC=CC2=C1CC(C(C(N2)=O)(C(=O)OC)CC)C2=CC=C(C=C2)OC (6-Chloro-1,3,4,5-tetrahydro-3-ethyl-3-(methoxycarbonyl)-4-(4-methoxyphenyl)-2H-1-benzazepin-2-one), [Br-].[Li+] (lithium bromide). Reagents/catalysts: O (water). Run in CN(C=O)C (dimethylformamide), C(C)(=O)OCC (ethyl acetate). The product is ClC1=CC=CC2=C1CC(C(C(N2)=O)CC)C2=CC=C(C=C2)OC (6-Chloro-1,3,4,5-tetrahydro-3-ethyl-4-(4-methoxyphenyl)-2H-1-benzazepin-2-one). Yield: 42.7%. Reaction SMILES: [Cl:1][C:2]1[C:7]2[CH2:8][CH:9]([C:20]3[CH:25]=[CH:24][C:23]([O:26][CH3:27])=[CH:22][CH:21]=3)[C:10]([CH2:18][CH3:19])(C(OC)=O)[C:11](=[O:13])[NH:12][C:6]=2[CH:5]=[CH:4][CH:3]=1.[Br-].[Li+]>CN(C)C=O.O.C(OCC)(=O)C>[Cl:1][C:2]1[C:7]2[CH2:8][CH:9]([C:20]3[CH:25]=[CH:24][C:23]([O:26][CH3:27])=[CH:22][CH:21]=3)[CH:10]([CH2:18][CH3:19])[C:11](=[O:13])[NH:12][C:6]=2[CH:5]=[CH:4][CH:3]=1 |f:1.2|. Procedure: 6-Chloro-1,3,4,5-tetrahydro-3-ethyl-3-(methoxycarbonyl)-4-(4-methoxyphenyl)-2H-1-benzazepin-2-one (2.67 g, 6.88 mmole) and lithium bromide (3.05 g, 35.1 mmole) in dimethylformamide (40 ml) and water (2 drops) were heated at 130° C. for 4 hours. The cooled mixture was dissolved in ethyl acetate, washed with water, dried (magnesium sulfate), and concentrated. The residue was triturated with hexane to obtain 0.97 g of crude tan solid. Additional product was present in the mother liquor.